From a dataset of the Open Reaction Database (ORD), a public repository of structured organic reaction records. describe an organic reaction: reactants, conditions, products, and yield The reactants are CC(=O)O[BH-](OC(C)=O)OC(C)=O, C=O, ClCCCl, Nc1ncnc2c1c(I)nn2C1CCNCC1, [Na+], [Na]. Yields the product CN1CCC(n2nc(I)c3c(N)ncnc32)CC1. Reaction SMILES: [C:20]([O:21][BH-:22]([O:23][C:24](=[O:25])[CH3:26])[O:27][C:28](=[O:29])[CH3:30])(=[O:31])[CH3:32].[CH2:18]=[O:19].[Cl:35][CH2:36][CH2:37][Cl:38].[I:1][c:2]1[n:3][n:4]([CH:12]2[CH2:13][CH2:14][NH:15][CH2:16][CH2:17]2)[c:5]2[n:6][cH:7][n:8][c:9]([NH2:11])[c:10]12.[Na+:33].[Na:34]>>[I:1][c:2]1[n:3][n:4]([CH:12]2[CH2:13][CH2:14][N:15]([CH3:20])[CH2:16][CH2:17]2)[c:5]2[n:6][cH:7][n:8][c:9]([NH2:11])[c:10]12. The reactants are [Cl-].[Al+3].[Cl-].[Cl-] (aluminum chloride), ClC=1C(=C(C(=C2C1C(=O)OC2=O)Cl)Cl)Cl (tetrachlorophthalic anhydride), CN1C=CC=C1 (N-methylpyrrole). Solvent: ClC1=CC=CC=C1 (chlorobenzene). Product: CN1C(=CC=C1)C(=O)C1=C(C(=O)O)C(=C(C(=C1Cl)Cl)Cl)Cl (2-[(1-methyl-2-pyrrolyl)carbonyl]-3,4,5,6-tetrachlorobenzoic acid), C1(=CC=CC=C1)N1C(=CC=C1)C(=O)C1=C(C(=O)O)C=CC=C1 (2-[(1-phenyl-2-pyrrolyl)carbonyl]benzoic acid). Reaction SMILES: [Cl:1][C:2]1[C:3]([Cl:15])=[C:4]([Cl:14])[C:5]([Cl:13])=[C:6]2[C:11](=[O:12])[O:10][C:8](=[O:9])[C:7]=12.[CH3:16][N:17]1[CH:21]=[CH:20][CH:19]=[CH:18]1.[Cl-].[Al+3].[Cl-].[Cl-]>ClC1C=CC=CC=1>[CH3:16][N:17]1[CH:21]=[CH:20][CH:19]=[C:18]1[C:11]([C:6]1[C:5]([Cl:13])=[C:4]([Cl:14])[C:3]([Cl:15])=[C:2]([Cl:1])[C:7]=1[C:8]([OH:10])=[O:9])=[O:12].[C:16]1([N:17]2[CH:21]=[CH:20][CH:19]=[C:18]2[C:8]([C:7]2[CH:2]=[CH:3][CH:4]=[CH:5][C:6]=2[C:11]([OH:10])=[O:12])=[O:9])[CH:4]=[CH:3][CH:2]=[CH:7][CH:6]=1 |f:2.3.4.5|. Procedure: Proceeding in a similar fashion to the one described in part A of Example 17, 28.6 g (0.01 mole) of tetrachlorophthalic anhydride, 16.2 g (0.2 mole) of N-methylpyrrole and 40 g (0.3 mole) of aluminum chloride were interacted in 50 ml of dry chlorobenzene to obtain 2-[(1-methyl-2-pyrrolyl)carbonyl]-3,4,5,6-tetrachlorobenzoic acid (Formula IX: R0 =R1 =R2 =R3 =Cl; R7 =CH3) having a melting point of 203°-205° C.